Task: describe an organic reaction: reactants, conditions, products, and yield. Dataset: the Open Reaction Database (ORD), a public repository of structured organic reaction records The reactants are OC1CCOCC1, CCOC(=O)C(=NO)C(C)=O. The product is CCOC(=O)C(=NOC1CCOCC1)C(C)=O. As a reaction SMILES: [O:12]1[CH2:13][CH2:14][CH:15]([OH:18])[CH2:16][CH2:17]1.[OH:1][N:2]=[C:3]([C:4](=[O:5])[O:6][CH2:7][CH3:8])[C:9]([CH3:10])=[O:11]>>[O:1]([N:2]=[C:3]([C:4](=[O:5])[O:6][CH2:7][CH3:8])[C:9]([CH3:10])=[O:11])[CH:15]1[CH2:14][CH2:13][O:12][CH2:17][CH2:16]1. Starting materials: CC(C)(C)OC(=O)N1CCC(=O)CC1, C1CCOC1, CC(=O)O, OC1CCNCC1. The product is CC(C)(C)OC(=O)N1CCC(N2CCC(O)CC2)CC1. As a reaction SMILES: [C:1]([CH3:2])([CH3:3])([CH3:4])[O:5][C:6](=[O:7])[N:8]1[CH2:9][CH2:10][C:11](=[O:14])[CH2:12][CH2:13]1.[CH2:26]1[O:27][CH2:28][CH2:29][CH2:30]1.[CH3:22][C:23](=[O:24])[OH:25].[OH:15][CH:16]1[CH2:17][CH2:18][NH:19][CH2:20][CH2:21]1>>[C:1]([CH3:2])([CH3:3])([CH3:4])[O:5][C:6](=[O:7])[N:8]1[CH2:9][CH2:10][CH:11]([N:19]2[CH2:18][CH2:17][CH:16]([OH:15])[CH2:21][CH2:20]2)[CH2:12][CH2:13]1. Reactants: CCc1nc2c(C)cc(C)nc2n1Cc1ccc2c(c1)CCN2C(=O)c1ccccc1C#N, CN(C)c1ccncc1, ClCCl, O=C1OC(=O)c2ccccc21. The product is CCc1nc2c(C)cc(C)nc2n1Cc1ccc2c(c1)CCN2C(=O)c1ccccc1C(=O)O. Reaction SMILES: [C:1]([c:2]1[cH:3][cH:4][cH:5][cH:6][c:30]1[C:31]([N:7]1[CH2:8][CH2:9][c:10]2[cH:11][c:12]([CH2:16][n:17]3[c:18]([CH2:28][CH3:29])[n:19][c:20]4[c:21]3[n:22][c:23]([CH3:27])[cH:24][c:25]4[CH3:26])[cH:13][cH:14][c:15]21)=[O:32])#[N:33].[CH3:48][N:49]([CH3:50])[c:51]1[cH:52][cH:53][n:54][cH:55][cH:56]1.[Cl:45][CH2:46][Cl:47].[O:34]=[C:35]1[O:36][C:37](=[O:38])[c:39]2[cH:40][cH:41][cH:42][cH:43][c:44]21>>[N:7]1([C:35](=[O:34])[c:44]2[c:39]([C:37]([OH:36])=[O:38])[cH:40][cH:41][cH:42][cH:43]2)[CH2:8][CH2:9][c:10]2[cH:11][c:12]([CH2:16][n:17]3[c:18]([CH2:28][CH3:29])[n:19][c:20]4[c:21]3[n:22][c:23]([CH3:27])[cH:24][c:25]4[CH3:26])[cH:13][cH:14][c:15]21. The reactants are [Al+3], ClC(Cl)Cl, [Cl-], [Cl-], [Cl-], O=C(Cl)CCl, Cl, O=[N+]([O-])c1ccccc1, O, Oc1cccc(O)c1. Product: O=C(CCl)c1ccc(O)cc1O. As a reaction SMILES: [Al+3:2].[CH:29]([Cl:30])([Cl:31])[Cl:32].[Cl-:1].[Cl-:3].[Cl-:4].[Cl:5][CH2:6][C:7](=[O:8])[Cl:9].[ClH:18].[O-:19][N+:20]([c:21]1[cH:22][cH:23][cH:24][cH:25][cH:26]1)=[O:27].[OH2:28].[OH:10][c:11]1[cH:12][cH:13][cH:14][c:15]([OH:16])[cH:17]1>>[Cl:5][CH2:6][C:7](=[O:8])[c:14]1[cH:13][cH:12][c:11]([OH:10])[cH:17][c:15]1[OH:16]. The reactants are Cl (hydrochloric acid), NC1=C(C(=O)C2=C(C=CC=C2)Cl)C=C(C=C1)Cl (2-amino-2′,5-dichlorobenzophenone), C[Mg]Br (methylmagnesium bromide), C[Mg]Br (methylmagnesium bromide). Solvent: C(C)OCC (diethyl ether). Run at time 1 hour. Yields the product NC1=C(C=C(C=C1)Cl)C(C)(O)C1=C(C=CC=C1)Cl (1-(2-amino-5-chlorophenyl)-1-(2-chlorophenyl)ethanol). RXN SMILES: [NH2:1][C:2]1[CH:16]=[CH:15][C:14]([Cl:17])=[CH:13][C:3]=1[C:4]([C:6]1[CH:11]=[CH:10][CH:9]=[CH:8][C:7]=1[Cl:12])=[O:5].[CH3:18][Mg]Br.Cl>C(OCC)C>[NH2:1][C:2]1[CH:16]=[CH:15][C:14]([Cl:17])=[CH:13][C:3]=1[C:4]([C:6]1[CH:11]=[CH:10][CH:9]=[CH:8][C:7]=1[Cl:12])([OH:5])[CH3:18]. Procedure: To 5 g of 2-amino-2′,5-dichlorobenzophenone dissolved in 100 ml of diethyl ether, at −30° C., are added 12.5 ml of 3M methylmagnesium bromide solution, and the mixture is maintained at room temperature for 18 hours. 6 ml of 3M methylmagnesium bromide solution are added and the mixture is left at room temperature for 1 hour. The resulting mixture is hydrolysed with 2M hydrochloric acid solution and washed with water. The organic phase is dried over anhydrous sodium sulfate to give 4.3 g of the ex... The reactants are C[Si](C)(C)[N-][Si](C)(C)C.[Li+] (Lithium bis(trimethylsilyl)amide), solution, O1CCCC1 (tetrahydrofuran), BrC1=CC(=C(C=C1C)N1C(C=CC2=CC(=CC=C12)S(=O)(=O)OC1=C(C(=C(C(=C1F)F)F)F)F)=O)OC (perfluorophenyl 1-(4-bromo-2-methoxy-5-methylphenyl)-2-oxo-1,2-dihydroquinoline-6-sulfonate), C1CCOC1 (THF), N1=C(N=CC=C1)N (pyrimidin-2-amine). The solvent is Cl (HCl), CCOC(=O)C (EtOAc). Conditions: temperature 0 celsius, time 1 hour. Product: BrC1=CC(=C(C=C1C)N1C(C=CC2=CC(=CC=C12)S(=O)(=O)NC1=NC=CC=N1)=O)OC (1-(4-bromo-2-methoxy-5-methylphenyl)-2-oxo-N-(pyrimidin-2-yl)-1,2-dihydroquinoline-6-sulfonamide). Isolated yield 83.4%. As a reaction SMILES: [Br:1][C:2]1[C:7]([CH3:8])=[CH:6][C:5]([N:9]2[C:18]3[C:13](=[CH:14][C:15]([S:19](OC4C(F)=C(F)C(F)=C(F)C=4F)(=[O:21])=[O:20])=[CH:16][CH:17]=3)[CH:12]=[CH:11][C:10]2=[O:34])=[C:4]([O:35][CH3:36])[CH:3]=1.C1COCC1.[N:42]1[CH:47]=[CH:46][CH:45]=[N:44][C:43]=1[NH2:48].C[Si]([N-][Si](C)(C)C)(C)C.[Li+]>Cl.CCOC(C)=O>[Br:1][C:2]1[C:7]([CH3:8])=[CH:6][C:5]([N:9]2[C:18]3[C:13](=[CH:14][C:15]([S:19]([NH:48][C:43]4[N:44]=[CH:45][CH:46]=[CH:47][N:42]=4)(=[O:21])=[O:20])=[CH:16][CH:17]=3)[CH:12]=[CH:11][C:10]2=[O:34])=[C:4]([O:35][CH3:36])[CH:3]=1 |f:3.4|. Reported procedure: A RBF was charged with perfluorophenyl 1-(4-bromo-2-methoxy-5-methylphenyl)-2-oxo-1,2-dihydroquinoline-6-sulfonate (5.00 g, 8.47 mmol), and THF (85 ml). To this, was added pyrimidin-2-amine (1.208 g, 12.71 mmol) and the reaction was cooled to 0° C. Lithium bis(trimethylsilyl)amide, 1.0 M solution in tetrahydrofuran (18.63 ml, 18.63 mmol) was added dropwise and allowed to stir at 0° C. After 1 hour, the mixture was diluted with 1N aq. HCl (10 mL) and EtOAc. The layers were separated, and the aq. ... The reactants are COCCOC, N#Cc1c(OS(=O)(=O)C(F)(F)F)nc(N)nc1C1=CCCO1, NCCNc1ccccc1. Yields the product N#Cc1c(NCCNc2ccccc2)nc(N)nc1C1=CCCO1. As a reaction SMILES: [CH3:33][O:34][CH2:35][CH2:36][O:37][CH3:38].[NH2:1][c:2]1[n:3][c:4]([C:18]2=[CH:22][CH2:21][CH2:20][O:19]2)[c:5]([C:16]#[N:17])[c:6]([O:8][S:9]([C:10]([F:11])([F:12])[F:13])(=[O:14])=[O:15])[n:7]1.[c:23]1([NH:29][CH2:30][CH2:31][NH2:32])[cH:24][cH:25][cH:26][cH:27][cH:28]1>>[NH2:1][c:2]1[n:3][c:4]([C:18]2=[CH:22][CH2:21][CH2:20][O:19]2)[c:5]([C:16]#[N:17])[c:6]([NH:32][CH2:31][CH2:30][NH:29][c:23]2[cH:24][cH:25][cH:26][cH:27][cH:28]2)[n:7]1.